From a dataset of the Open Reaction Database (ORD), a public repository of structured organic reaction records. describe an organic reaction: reactants, conditions, products, and yield Reactants: CCCN1CCCC(C(=O)OC)=Cc2cc(Br)cnc21, O=C([O-])[O-], CCCCOCCOc1ccc(OB(O)O)cc1, Cc1ccccc1, CCO, [K+], [K+], O, c1ccc(P(c2ccccc2)(c2ccccc2)[Pd](P(c2ccccc2)(c2ccccc2)c2ccccc2)(P(c2ccccc2)(c2ccccc2)c2ccccc2)P(c2ccccc2)(c2ccccc2)c2ccccc2)cc1. Yields the product CCCCOCCOc1ccc(-c2cnc3c(c2)C=C(C(=O)OC)CCCN3CCC)cc1. RXN SMILES: [Br:1][c:2]1[cH:3][c:4]2[c:5]([n:19][cH:20]1)[N:6]([CH2:16][CH2:17][CH3:18])[CH2:7][CH2:8][CH2:9][C:10]([C:12](=[O:13])[O:14][CH3:15])=[CH:11]2.[C:39](=[O:40])([O-:41])[O-:42].[CH2:21]([CH2:22][CH2:23][CH3:24])[O:25][CH2:26][CH2:27][O:28][c:29]1[cH:30][cH:31][c:32]([O:35][B:36]([OH:37])[OH:38])[cH:33][cH:34]1.[CH3:45][c:46]1[cH:47][cH:48][cH:49][cH:50][cH:51]1.[CH3:52][CH2:53][OH:54].[K+:43].[K+:44].[OH2:55].[cH:56]1[cH:57][cH:58][c:59]([P:60]([Pd:61]([P:62]([c:63]2[cH:64][cH:65][cH:66][cH:67][cH:68]2)([c:69]2[cH:70][cH:71][cH:72][cH:73][cH:74]2)[c:75]2[cH:76][cH:77][cH:78][cH:79][cH:80]2)([P:81]([c:82]2[cH:83][cH:84][cH:85][cH:86][cH:87]2)([c:88]2[cH:89][cH:90][cH:91][cH:92][cH:93]2)[c:94]2[cH:95][cH:96][cH:97][cH:98][cH:99]2)[P:100]([c:101]2[cH:102][cH:103][cH:104][cH:105][cH:106]2)([c:107]2[cH:108][cH:109][cH:110][cH:111][cH:112]2)[c:113]2[cH:114][cH:115][cH:116][cH:117][cH:118]2)([c:119]2[cH:120][cH:121][cH:122][cH:123][cH:124]2)[c:125]2[cH:126][cH:127][cH:128][cH:129][cH:130]2)[cH:131][cH:132]1>>[c:2]1(-[c:32]2[cH:31][cH:30][c:29]([O:28][CH2:27][CH2:26][O:25][CH2:21][CH2:22][CH2:23][CH3:24])[cH:34][cH:33]2)[cH:3][c:4]2[c:5]([n:19][cH:20]1)[N:6]([CH2:16][CH2:17][CH3:18])[CH2:7][CH2:8][CH2:9][C:10]([C:12](=[O:13])[O:14][CH3:15])=[CH:11]2.